This data is from the Open Reaction Database (ORD), a public repository of structured organic reaction records. The task is: describe an organic reaction: reactants, conditions, products, and yield The reactants are FC1=CC(=C(C=C1)NC=1N(C2=C(C=CC=3C(=C(NC(C23)=O)C)C)N1)C)C (2-(4-fluoro-2-methyl-phenylamino)-1,6,7-trimethyl-1,8-dihydro-imidazo[4,5-h]isoquinolin-9-one), O1CCOCC1 (dioxane). Reaction conditions: temperature 100 celsius. Product: FC1=CC(=C(C=C1)NC=1N(C2=C(C=CC=3C(=C(NC(C23)=O)C=O)C)N1)C)C (2-(4-fluoro-2-methyl-phenylamino)-1,6-dimethyl-9-oxo-8,9-dihydro-1H-imidazo[4,5-h]isoquinoline-7-carbaldehyde). Isolated yield 82.0%. As a reaction SMILES: [F:1][C:2]1[CH:7]=[CH:6][C:5]([NH:8][C:9]2[N:10]([CH3:25])[C:11]3[C:20]4[C:19](=[O:21])[NH:18][C:17]([CH3:22])=[C:16]([CH3:23])[C:15]=4[CH:14]=[CH:13][C:12]=3[N:24]=2)=[C:4]([CH3:26])[CH:3]=1.[O:27]1CCOCC1>>[F:1][C:2]1[CH:7]=[CH:6][C:5]([NH:8][C:9]2[N:10]([CH3:25])[C:11]3[C:20]4[C:19](=[O:21])[NH:18][C:17]([CH:22]=[O:27])=[C:16]([CH3:23])[C:15]=4[CH:14]=[CH:13][C:12]=3[N:24]=2)=[C:4]([CH3:26])[CH:3]=1. Procedure details: To a 200 mL round-bottom flask equipped with a magnetic stir bar was added 2-(4-fluoro-2-methyl-phenylamino)-1,6,7-trimethyl-1,8-dihydro-imidazo[4,5-h]isoquinolin-9-one (1.3 g, 3.7 mmol) selenium dioxide (1.23 g, 11.0 mmol) and dioxane (100 mL). The flask was fitted with a reflux condenser and heated to 100° C. in an oil bath for 5 h. The flask was then cooled to room temperature and the mixture filtered through a plug of celite, washing with 10% MeOH/DCM. The filtrate was concentrated to drynes... Reactants: BrCc1ccccc1, Cc1ccnc2c1-c1ccccc1C2, CC(C)=O. Product: [Br-], Cc1cc[n+](Cc2ccccc2)c2c1-c1ccccc1C2. RXN SMILES: [Br:15][CH2:16][c:17]1[cH:18][cH:19][cH:20][cH:21][cH:22]1.[CH3:1][c:2]1[c:3]2[c:4]([n:5][cH:6][cH:7]1)[CH2:8][c:9]1[cH:10][cH:11][cH:12][cH:13][c:14]1-2.[CH3:23][C:24](=[O:25])[CH3:26]>>[Br-:15].[CH3:1][c:2]1[c:3]2[c:4]([n+:5]([CH2:16][c:17]3[cH:18][cH:19][cH:20][cH:21][cH:22]3)[cH:6][cH:7]1)[CH2:8][c:9]1[cH:10][cH:11][cH:12][cH:13][c:14]1-2. Reported procedure: At -10° C., 2 g (0.019 mol) of tert-butyl nitrite are added dropwise to 30 ml of ethyl acetate which is saturated with dry hydrogen chloride, and the mixture is stirred at this temperature for 15 minutes. At -10° C., 1.6 g (0.0098 mol) of benzofuran-3-one O-methyl-oxime dissolved in 5 ml of ethyl acetate are then added, the temperature is allowed to increase to 0° C. and the mixture is stirred at this temperature for 30 minutes. The crystalline product is filtered off, affording 1.08 g of crysta... Run at temperature 0 celsius, time 15 minute. Run in C(C)(=O)OCC (ethyl acetate), C(C)(=O)OCC (ethyl acetate). Isolated yield 57.3%. As a reaction SMILES: [N:1](OC(C)(C)C)=[O:2].Cl.[CH3:9][O:10][N:11]=[C:12]1[C:16]2[CH:17]=[CH:18][CH:19]=[CH:20][C:15]=2[O:14][CH2:13]1>C(OCC)(=O)C>[CH3:9][O:10][N:11]=[C:12]1[C:16]2[CH:17]=[CH:18][CH:19]=[CH:20][C:15]=2[O:14][C:13]1=[N:1][OH:2]. The product is CON=C1C(OC2=C1C=CC=C2)=NO (benzofuran-2,3-dione 3-(O-methyl-oxime) 2-oxime). The reactants are N(=O)OC(C)(C)C (tert-butyl nitrite), CON=C1COC2=C1C=CC=C2 (benzofuran-3-one O-methyl-oxime), Cl (hydrogen chloride). Reactants: O (water), Cl (HCl), O1CCN(CC1)C1=CCCCC1 (1-morpholino-1-cyclohexene), [N+](=O)([O-])CCOC(C)=O (2-nitroethylacetate), O (Water). The solvent is CCOC(=O)C (EtOAc), C(C)#N (acetonitrile). Yields the product [N+](=O)([O-])CCC1C(CCCC1)=O (2-(2-nitroethyl)cyclohexanone). Reaction SMILES: O1CCN([C:7]2[CH2:12][CH2:11][CH2:10][CH2:9][CH:8]=2)CC1.[N+:13]([CH2:16][CH2:17]OC(=O)C)([O-:15])=[O:14].[OH2:22].Cl>C(#N)C.CCOC(C)=O>[N+:13]([CH2:16][CH2:17][CH:7]1[CH2:8][CH2:9][CH2:10][CH2:11][C:12]1=[O:22])([O-:15])=[O:14]. Procedure: Ex-2b) To a solution of 1-morpholino-1-cyclohexene (51 g; 300 mmol) in 120 mL anhydrous acetonitrile at 0-4° C. was added the 2-nitroethylacetate product of Example 2a (37.8 g, 293 mmol) dropwise. The resulting red solution was stirred under N2 atmosphere in an ice bath for 2½ hrs. The red solution was then stirred at ambient temperature under an N2 atmosphere overnight. Water (100 mL) was added to the red solution over a 10-15 minute period. The temperature rose from 20 to 29° C. with the first... Reactants: OC1=C(C=C(C=C1)CCC(=O)OCC)C1=C(C=CC(=C1)CCC(=O)OCC)O (2,2'-dihydroxy-5,5'-bis (2-ethoxycarbonylethyl) biphenyl), CI (methyl iodide), C([O-])([O-])=O.[K+].[K+] (potassium carbonate). Reagents/catalysts: [Cu] (copper). Run in CN(C)C=O (DMF). Yields the product COC1=C(C=C(C=C1)CCC(=O)OCC)C1=C(C=CC(=C1)CCC(=O)OCC)O (2-methoxy-2'-hydroxy-5, 5'-bis(2-ethoxycarbonylethyl) biphenyl). The yield is 91.2%. Reaction SMILES: [OH:1][C:2]1[CH:7]=[CH:6][C:5]([CH2:8][CH2:9][C:10]([O:12][CH2:13][CH3:14])=[O:11])=[CH:4][C:3]=1[C:15]1[CH:20]=[C:19]([CH2:21][CH2:22][C:23]([O:25][CH2:26][CH3:27])=[O:24])[CH:18]=[CH:17][C:16]=1[OH:28].CI.[C:31](=O)([O-])[O-].[K+].[K+]>[Cu].CN(C=O)C>[CH3:31][O:1][C:2]1[CH:7]=[CH:6][C:5]([CH2:8][CH2:9][C:10]([O:12][CH2:13][CH3:14])=[O:11])=[CH:4][C:3]=1[C:15]1[CH:20]=[C:19]([CH2:21][CH2:22][C:23]([O:25][CH2:26][CH3:27])=[O:24])[CH:18]=[CH:17][C:16]=1[OH:28] |f:2.3.4|. Procedure details: To 5 ml of a DMF solution containing 200 mg (0.5181 mmol) of 2,2'-dihydroxy-5,5'-bis (2-ethoxycarbonylethyl) biphenyl and 0.3292 ml (5.181 mmol) of methyl iodide, there were added 85.8 mg (0.6217 mmol) of anhydrous potassium carbonate and a small amount of copper powder and the resulting mixture was agitated for 2 hours at room temperature. The reaction mixture was filtered by suction through Celite to remove the solid matter and the filtrate was washed with ethyl acetate. After the solvent in t... The reactants are CC(C)(C)OC(=O)N1CC(O)CC1C(=O)O, C=CCCCCN(C)C(=O)C1CC(O)CN1C(=O)OC(C)(C)C. Product: C=CCCCCCN(C)C(=O)C1CC(O)CN1C(=O)OC(C)(C)C. RXN SMILES: [C:1]([N:2]1[CH2:3][CH:4]([OH:5])[CH2:6][CH:7]1[C:8]([OH:9])=[O:10])([O:11][C:12]([CH3:13])([CH3:14])[CH3:15])=[O:16].[CH2:17]([CH2:18][CH2:19][CH2:20][CH:21]=[CH2:22])[N:23]([C:24](=[O:25])[CH:26]1[N:27]([C:32](=[O:33])[O:34][C:35]([CH3:36])([CH3:37])[CH3:38])[CH2:28][CH:29]([OH:31])[CH2:30]1)[CH3:39]>>[CH2:1]=[CH:22][CH2:21][CH2:20][CH2:19][CH2:18][CH2:17][N:23]([C:24](=[O:25])[CH:26]1[N:27]([C:32](=[O:33])[O:34][C:35]([CH3:36])([CH3:37])[CH3:38])[CH2:28][CH:29]([OH:31])[CH2:30]1)[CH3:39]. Starting materials: O=C([O-])[O-], CN(C)C=O, CNC(=O)c1ccc(C=CC(=O)NCC(=O)N(C)c2ccc(Cl)c(CBr)c2Cl)cc1, [K+], [K+], O, Cc1cc(-n2ccnc2)c2cccc(O)c2n1. Yields the product CNC(=O)c1ccc(C=CC(=O)NCC(=O)N(C)c2ccc(Cl)c(COc3cccc4c(-n5ccnc5)cc(C)nc34)c2Cl)cc1. Reaction SMILES: [C:48](=[O:49])([O-:50])[O-:51].[CH3:55][N:56]([CH3:57])[CH:58]=[O:59].[Cl:18][c:19]1[c:20]([CH2:21][Br:22])[c:23]([Cl:47])[cH:24][cH:25][c:26]1[N:27]([C:28]([CH2:29][NH:30][C:31]([CH:32]=[CH:33][c:34]1[cH:35][cH:36][c:37]([C:40]([NH:41][CH3:42])=[O:43])[cH:38][cH:39]1)=[O:44])=[O:45])[CH3:46].[K+:52].[K+:53].[OH2:54].[OH:1][c:2]1[cH:3][cH:4][cH:5][c:6]2[c:7](-[n:13]3[cH:14][n:15][cH:16][cH:17]3)[cH:8][c:9]([CH3:12])[n:10][c:11]12>>[O:1]([c:2]1[cH:3][cH:4][cH:5][c:6]2[c:7](-[n:13]3[cH:14][n:15][cH:16][cH:17]3)[cH:8][c:9]([CH3:12])[n:10][c:11]12)[CH2:21][c:20]1[c:19]([Cl:18])[c:26]([N:27]([C:28]([CH2:29][NH:30][C:31]([CH:32]=[CH:33][c:34]2[cH:35][cH:36][c:37]([C:40]([NH:41][CH3:42])=[O:43])[cH:38][cH:39]2)=[O:44])=[O:45])[CH3:46])[cH:25][cH:24][c:23]1[Cl:47].